describe an organic reaction: reactants, conditions, products, and yield From a dataset of the Open Reaction Database (ORD), a public repository of structured organic reaction records. Starting materials: [OH-].[Na+] (sodium hydroxide), C1=C(C=CC2=CC=CC=C12)C(CC)=NO (1-(2-naphthyl)-1-propanone oxime), C(C)(=O)[O-].[NH4+] (ammonium acetate), N (ammonia). Reagents/catalysts: [Zn] (zinc). Solvent: C(C)OCC (diethyl ether), CN(C=O)C (dimethylformamide), C(C)O (ethanol). Conditions: temperature 85 celsius. Yields the product C(C)C(N)C1=CC2=CC=CC=C2C=C1 (α(RS)-ethyl-2-naphthalenemethylamine). Yield: 97.2%. Reaction SMILES: [CH:1]1[C:10]2[C:5](=[CH:6][CH:7]=[CH:8][CH:9]=2)[CH:4]=[CH:3][C:2]=1[C:11](=[N:14]O)[CH2:12][CH3:13].C([O-])(=O)C.[NH4+].N.[OH-].[Na+]>C(OCC)C.[Zn].CN(C)C=O.C(O)C>[CH2:12]([CH:11]([C:2]1[CH:3]=[CH:4][C:5]2[C:10](=[CH:9][CH:8]=[CH:7][CH:6]=2)[CH:1]=1)[NH2:14])[CH3:13] |f:1.2,4.5|. Reported procedure: A mixture of2 g (10 mmol) of 1-(2-naphthyl)-1-propanone oxime, 3.6 g (55.1 mmol) of zinc, 0.4 g (6 mmol) of ammonium acetate, 50 ml of aqueous ammonia, 12 ml of ethanol and 5 ml of dimethylformamide was stirred and heated at 85° C. for 1 hour. The mixture was cooled to room temperature, diluted with diethyl ether and basified with 35% aqueous sodium hydroxide solution. The ethereal layer was separated, dried over magnesium sulphate, filtered and evaporated to dryness to give 1.8 g of α(RS)-ethyl... RXN SMILES: [O:1]=[C:2]([CH2:6][CH2:7][C:8]1[CH:13]=[CH:12][CH:11]=[CH:10][CH:9]=1)[C:3]([OH:5])=[O:4].S(=O)(=O)(O)O.[CH2:19](O)[CH3:20]>>[O:1]=[C:2]([CH2:6][CH2:7][C:8]1[CH:13]=[CH:12][CH:11]=[CH:10][CH:9]=1)[C:3]([O:5][CH2:19][CH3:20])=[O:4]. Reactants: O=C(C(=O)O)CCC1=CC=CC=C1 (2-Oxo-4-phenylbutyric acid), S(O)(O)(=O)=O (sulfuric acid), C(C)O (ethanol). Procedure details: 2-Oxo-4-phenylbutyric acid (130 g) is added to a mixture of 650 ml of ethanol and 13 ml of concentrated sulfuric acid, and the whole mixture is refluxed for 5 hours. The reaction mixture is concentrated to approximately half the original volume, and then diluted with 500 ml of water. The resulting oil is collected and, the aqueous layer is extracted with ethyl acetate. The extract and the oil are combined and dried, and the solvent is distilled off under reduced pressure. The residue is distille... Product: O=C(C(=O)OCC)CCC1=CC=CC=C1 (ethyl 2-oxo-4-phenylbutyrate).